Task: describe an organic reaction: reactants, conditions, products, and yield. Dataset: the Open Reaction Database (ORD), a public repository of structured organic reaction records Starting materials: CC=1NC=CN1 (2-methylimidazole), O (water), ClC=1C=C(C=CC1Cl)N=C=O (3,4-dichlorophenyl-isocyanate). Run in C1(=CC=CC=C1)C (toluene). Run at time 1 hour. Product: ClC=1C=C(C=CC1Cl)N1C(=NC(=C1)C(N)=O)C (1-(3,4-dichlorophenyl)-carbamoyl-2-methylimidazole). Isolated yield 81.5%. RXN SMILES: [CH3:1][C:2]1[NH:3][CH:4]=[CH:5][N:6]=1.[OH2:7].[Cl:8][C:9]1[CH:10]=[C:11]([N:16]=[C:17]=O)[CH:12]=[CH:13][C:14]=1[Cl:15]>C1(C)C=CC=CC=1>[Cl:8][C:9]1[CH:10]=[C:11]([N:16]2[CH:17]=[C:5]([C:4](=[O:7])[NH2:3])[N:6]=[C:2]2[CH3:1])[CH:12]=[CH:13][C:14]=1[Cl:15]. Procedure: A solution of 8.61 g. (0.105 mol.) of 2-methylimidazole in 60 ml. of water is added dropwise to the stirred solution of 18.8 g. (0.1 mol.) of 3,4-dichlorophenyl-isocyanate in 120 ml. of toluene at 10° to 12° C. under cooling. The reaction mixture is stirred at room temperature for one hour. The separated product is filtered off, washed and dried. 22.0 g. (81.5%) of 1-(3,4-dichlorophenyl)-carbamoyl-2-methylimidazole are obtained; m.p.: 140° C.